This data is from the Open Reaction Database (ORD), a public repository of structured organic reaction records. The task is: describe an organic reaction: reactants, conditions, products, and yield The reactants are COc1ccc(Cn2c(=O)c(C#N)c(Cl)c3cc(F)cnc32)cc1, O=C(O)C(F)(F)F. Yields the product N#Cc1c(Cl)c2cc(F)cnc2[nH]c1=O. RXN SMILES: [Cl:1][c:2]1[c:3]([C:23]#[N:24])[c:4](=[O:22])[n:5]([CH2:13][c:14]2[cH:15][cH:16][c:17]([O:18][CH3:19])[cH:20][cH:21]2)[c:6]2[n:7][cH:8][c:9]([F:12])[cH:10][c:11]12.[F:25][C:26]([F:27])([F:28])[C:29]([OH:30])=[O:31]>>[Cl:1][c:2]1[c:3]([C:23]#[N:24])[c:4](=[O:22])[nH:5][c:6]2[n:7][cH:8][c:9]([F:12])[cH:10][c:11]12. Reactants: CSC (dimethyl sulfide), O=O (Oxygen), O=[O+][O-] (ozone), C(C=C)C(C(=O)OC)(C(=O)OC)CC(C1=CC=C(C=C1)C(F)(F)F)=O (Dimethyl allyl{2-oxo-2-[4-(trifluoromethyl)phenyl]ethyl}malonate). Solvent: C(Cl)Cl (DCM), O (Water). Run at temperature -78 celsius, time 8 hour. Product: COC(C(C(=O)OC)(CC(C1=CC=C(C=C1)C(F)(F)F)=O)CC=O)=O (Dimethyl(2-oxoethyl){2-oxo-2-[4-(trifluoromethyl)phenyl]ethyl}malonate). Reaction SMILES: [CH2:1]([C:4]([CH2:13][C:14](=[O:25])[C:15]1[CH:20]=[CH:19][C:18]([C:21]([F:24])([F:23])[F:22])=[CH:17][CH:16]=1)([C:9]([O:11][CH3:12])=[O:10])[C:5]([O:7][CH3:8])=[O:6])[CH:2]=C.O=O.[O:28]=[O+][O-].CSC>C(Cl)Cl.O>[CH3:8][O:7][C:5](=[O:6])[C:4]([CH2:1][CH:2]=[O:28])([CH2:13][C:14](=[O:25])[C:15]1[CH:16]=[CH:17][C:18]([C:21]([F:24])([F:22])[F:23])=[CH:19][CH:20]=1)[C:9]([O:11][CH3:12])=[O:10]. Procedure details: Dimethyl allyl{2-oxo-2-[4-(trifluoromethyl)phenyl]ethyl}malonate (20 g, 0.055 mol) was dissolved in DCM (180 ml) and the solution was cooled to −78° C. Oxygen, containing ozone, was bubbled through the solution until a blue coloration persisted. The mixture was then purged with nitrogen for 10 min in then dimethyl sulfide (20 ml, 0.275 mol) was added and the mixture was stirred overnight at room temperature. Water (500 ml) was added and the mixture was extracted with DCM. The organic layer was s... Isolated yield 90.9%. Reaction conditions: temperature 0 celsius. Solvent: C(C)O (ethanol), C(C)O (ethanol). RXN SMILES: [CH3:1][C@H:2]([NH2:9])[C:3]1[CH:8]=[CH:7][CH:6]=[CH:5][CH:4]=1.[CH:10](=O)[CH:11]=[CH:12][CH:13]=[CH:14][CH3:15].[BH4-].[Na+]>C(O)C>[CH2:10]([NH:9][C@@H:2]([CH3:1])[C:3]1[CH:8]=[CH:7][CH:6]=[CH:5][CH:4]=1)/[CH:11]=[CH:12]/[CH:13]=[CH:14]/[CH3:15] |f:2.3|. Reactants: C[C@@H](C1=CC=CC=C1)N ((S)-α-methylbenzylamine), C(C=CC=CC)=O (2,4-hexadienal), [BH4-].[Na+] (sodium borohydride). Reported procedure: To a solution of (S)-α-methylbenzylamine (1) (1.00 g, 8.25 mmol) in ethanol (20 ml) was added 2,4-hexadienal (0.833 g, 8.66 mmol) and the resulting mixture was refluxed for 1 hour. The solution was cooled to 0° C. and sodium borohydride (0.468 g, 12.38 mmol) was slowly added in portions. This solution was allowed slowly to warm to room temperature overnight (16 hours) after which the ethanol was removed under reduced pressure and the residue dissolved in ethyl acetate (50 ml). This solution was ... Product: C(\C=C\C=C\C)N[C@H](C1=CC=CC=C1)C ((S)-(E,E)-N-Hexa-2,4-dienyl-α-methylbenzylamine).